This data is from the Open Reaction Database (ORD), a public repository of structured organic reaction records. The task is: describe an organic reaction: reactants, conditions, products, and yield Starting materials: COc1ccc(C)c(N)c1, COCc1cc(Cl)nc(-c2cccc(C)c2)n1. Yields the product COCc1cc(Nc2cc(OC)ccc2C)nc(-c2cccc(C)c2)n1. RXN SMILES: [CH3:18][O:19][c:20]1[cH:21][cH:22][c:23]([CH3:27])[c:24]([NH2:25])[cH:26]1.[Cl:1][c:2]1[n:3][c:4](-[c:11]2[cH:12][c:13]([CH3:17])[cH:14][cH:15][cH:16]2)[n:5][c:6]([CH2:8][O:9][CH3:10])[cH:7]1>>[c:2]1([NH:25][c:24]2[c:23]([CH3:27])[cH:22][cH:21][c:20]([O:19][CH3:18])[cH:26]2)[n:3][c:4](-[c:11]2[cH:12][c:13]([CH3:17])[cH:14][cH:15][cH:16]2)[n:5][c:6]([CH2:8][O:9][CH3:10])[cH:7]1. Reactants: FC1=CC=C(C=C1)C1=NN=C(C2=CC=CC=C12)N1C[C@@H](NCC1)CO ((R)-(4-(4-(4-fluorophenyl)phthalazin-1-yl)piperazin-2-yl)-methanol), FC1=CC=C(C=C1)N=C=O (1-fluoro-4-isocyanatobenzene), Cl (HCl). Solvent: CO (MeOH), C(Cl)Cl (CH2Cl2). The product is Cl.FC1=CC=C(C=C1)NC(=O)N1[C@H](CN(CC1)C1=NN=C(C2=CC=CC=C12)C1=CC=C(C=C1)F)CO ((R)—N-(4-Fluorophenyl)-4-(4-(4-fluorophenyl)phthalazin-1-yl)-2-(hydroxymethyl)piperazine-1-carboxamide hydrochloride). Yield: 97.7%. As a reaction SMILES: [F:1][C:2]1[CH:7]=[CH:6][C:5]([C:8]2[C:17]3[C:12](=[CH:13][CH:14]=[CH:15][CH:16]=3)[C:11]([N:18]3[CH2:23][CH2:22][NH:21][C@@H:20]([CH2:24][OH:25])[CH2:19]3)=[N:10][N:9]=2)=[CH:4][CH:3]=1.[F:26][C:27]1[CH:32]=[CH:31][C:30]([N:33]=[C:34]=[O:35])=[CH:29][CH:28]=1.[ClH:36]>C(Cl)Cl.CO>[ClH:36].[F:26][C:27]1[CH:32]=[CH:31][C:30]([NH:33][C:34]([N:21]2[CH2:22][CH2:23][N:18]([C:11]3[C:12]4[C:17](=[CH:16][CH:15]=[CH:14][CH:13]=4)[C:8]([C:5]4[CH:4]=[CH:3][C:2]([F:1])=[CH:7][CH:6]=4)=[N:9][N:10]=3)[CH2:19][C@@H:20]2[CH2:24][OH:25])=[O:35])=[CH:29][CH:28]=1 |f:5.6|. Reported procedure: Treat a solution of (R)-(4-(4-(4-fluorophenyl)phthalazin-1-yl)piperazin-2-yl)-methanol (0.15 g, 0.44 mmol) in CH2Cl2 (3 ml) with 1-fluoro-4-isocyanatobenzene (0.04 g, 0.31 mmol). Stir the reaction at ambient temperature for 30 min and then concentrate the reaction mixture. Purify the resulting residue by flash silica gel chromatography (0-50% EtOAc in hexanes, then switch to 3% MeOH in CH2Cl2) to yield a solid. Dissolve the solid in MeOH (1 mL) and treat with 1 N aqueous HCl (0.13 mL, 0.13 mmol)...